This data is from the Open Reaction Database (ORD), a public repository of structured organic reaction records. The task is: describe an organic reaction: reactants, conditions, products, and yield Reactants: FC1=C(C=CC(=C1)F)C1=CC(=C(C(=O)OC(C)(C)C)C=C1)NC(C1=C(C(=CC=C1)C)C)=O (tert-butyl 4-(2,4-difluorophenyl)-2-(2,3-dimethylbenzamido)benzoate). Solvent: FC(C(=O)O)(F)F (trifluoroacetic acid). Conditions: time 2 hour. Yields the product FC1=C(C=CC(=C1)F)C1=CC(=C(C(=O)O)C=C1)NC(C1=C(C(=CC=C1)C)C)=O (4-(2,4-difluorophenyl)-2-(2,3-dimethylbenzamido)benzoic acid). Reaction SMILES: [F:1][C:2]1[CH:7]=[C:6]([F:8])[CH:5]=[CH:4][C:3]=1[C:9]1[CH:21]=[CH:20][C:12]([C:13]([O:15]C(C)(C)C)=[O:14])=[C:11]([NH:22][C:23](=[O:32])[C:24]2[CH:29]=[CH:28][CH:27]=[C:26]([CH3:30])[C:25]=2[CH3:31])[CH:10]=1>FC(F)(F)C(O)=O>[F:1][C:2]1[CH:7]=[C:6]([F:8])[CH:5]=[CH:4][C:3]=1[C:9]1[CH:21]=[CH:20][C:12]([C:13]([OH:15])=[O:14])=[C:11]([NH:22][C:23](=[O:32])[C:24]2[CH:29]=[CH:28][CH:27]=[C:26]([CH3:30])[C:25]=2[CH3:31])[CH:10]=1. Procedure details: 10 mL of trifluoroacetic acid was added to the obtained tert-butyl 4-(2,4-difluorophenyl)-2-(2,3-dimethylbenzamido)benzoate and stirred at room temperature for 2 hours. The solvent was evaporated under reduced pressure and methanol was added to the obtained residue and a solid substance was separated by filtration to obtain 17 mg of 4-(2,4-difluorophenyl)-2-(2,3-dimethylbenzamido)benzoic acid as white solid. 1H-NMR (DMSO-d6) δ: 2.31 (3H, s), 2.31 (3H, s), 7.21-7.30 (2H, m), 7.31-7.49 (4H, m), 7.... Starting materials: ice water, ClC=1C=CC=2N(N1)C(NN2)=O (6-chloro[1,2,4]triazolo[4,3-b]pyridazin-3(2H)-one), CI (methyl iodide), C([O-])([O-])=O.[K+].[K+] (potassium carbonate). The solvent is CN(C=O)C (N,N-dimethylformamide). Product: ClC=1C=CC=2N(N1)C(N(N2)C)=O (6-Chloro-2-methyl[1,2,4]triazolo[4,3-b]pyridazin-3(2H)-one). The yield is 67.2%. As a reaction SMILES: [Cl:1][C:2]1[CH:3]=[CH:4][C:5]2[N:6]([C:8](=[O:11])[NH:9][N:10]=2)[N:7]=1.[C:12](=O)([O-])[O-].[K+].[K+].CI>CN(C)C=O>[Cl:1][C:2]1[CH:3]=[CH:4][C:5]2[N:6]([C:8](=[O:11])[N:9]([CH3:12])[N:10]=2)[N:7]=1 |f:1.2.3|. Reported procedure: 0.853 g of 6-chloro[1,2,4]triazolo[4,3-b]pyridazin-3(2H)-one was dissolved in 5 ml of N,N-dimethylformamide; 0.83 g of potassium carbonate was added; with stirring at room temperature, 0.5 ml of methyl iodide was added. After stirring at room temperature for 15 hours, ice water and saline were added; the reaction mixture was extracted with ethyl acetate-tetrahydrofuran (1:1); the extract was washed with saline and dried over magnesium sulfate. After concentration under reduced pressure, the crys... Reactants: C(C)(=O)OCC=1C(=NC=CC1B1OC(C(O1)(C)C)(C)C)N1C(C=2SC=3CC(CC3C2CC1)(C)C)=O ((2-{4,4-Dimethyl-9-oxo-7-thia-10-azatricyclo[6.4.0.02,6]dodeca-1(8),2(6)-dien-10-yl}-4-(4,4,5,5-tetramethyl-1,3,2-dioxaborolan-2-yl)pyridin-3-yl)methyl Acetate), BrC=1C=C(C(N(C1)C)=O)NC=1N=NN(C1)C (5-bromo-1-methyl-3-(1-methyl-1H-1,2,3-triazol-4-ylamino)pyridin-2(1H)-one), C(C)(=O)[O-].[K+] (potassium acetate), [O-]P(=O)([O-])[O-].[K+].[K+].[K+] (K3PO4). The reagents and catalysts are C1=CC=C(C=C1)P([C-]2C=CC=C2)C3=CC=CC=C3.C1=CC=C(C=C1)P([C-]2C=CC=C2)C3=CC=CC=C3.Cl[Pd]Cl.[Fe+2] (Pd(dppf)Cl2). Solvent: C(C)#N.O (acetonitrile water). Reaction conditions: temperature 100 celsius. Yields the product C(C)(=O)OCC=1C(=NC=CC1C1=CN(C(C(=C1)NC=1N=NN(C1)C)=O)C)N1C(C=2SC=3CC(CC3C2CC1)(C)C)=O ((2-{4,4-Dimethyl-9-oxo-7-thia-10-azatricyclo[6.4.0.02,6]dodeca-1(8),2(6)-dien-10-yl}-4-{1-methyl-5-[(1-methyl-1H-1,2,3-triazol-4-yl)amino]-6-oxo-1,6-dihydropyridin-3-yl}pyridin-3-yl)methyl Acetate). Isolated yield 70.7%. RXN SMILES: [C:1]([O:4][CH2:5][C:6]1[C:7]([N:21]2[CH2:32][CH2:31][C:30]3[C:29]4[CH2:28][C:27]([CH3:34])([CH3:33])[CH2:26][C:25]=4[S:24][C:23]=3[C:22]2=[O:35])=[N:8][CH:9]=[CH:10][C:11]=1B1OC(C)(C)C(C)(C)O1)(=[O:3])[CH3:2].Br[C:37]1[CH:38]=[C:39]([NH:45][C:46]2[N:47]=[N:48][N:49]([CH3:51])[CH:50]=2)[C:40](=[O:44])[N:41]([CH3:43])[CH:42]=1.C([O-])(=O)C.[K+].[O-]P([O-])([O-])=O.[K+].[K+].[K+]>C1C=CC(P(C2C=CC=CC=2)[C-]2C=CC=C2)=CC=1.C1C=CC(P(C2C=CC=CC=2)[C-]2C=CC=C2)=CC=1.Cl[Pd]Cl.[Fe+2].C(#N)C.O>[C:1]([O:4][CH2:5][C:6]1[C:7]([N:21]2[CH2:32][CH2:31][C:30]3[C:29]4[CH2:28][C:27]([CH3:34])([CH3:33])[CH2:26][C:25]=4[S:24][C:23]=3[C:22]2=[O:35])=[N:8][CH:9]=[CH:10][C:11]=1[C:37]1[CH:38]=[C:39]([NH:45][C:46]2[N:47]=[N:48][N:49]([CH3:51])[CH:50]=2)[C:40](=[O:44])[N:41]([CH3:43])[CH:42]=1)(=[O:3])[CH3:2] |f:2.3,4.5.6.7,8.9.10.11,12.13|. Procedure: A 50-mL round-bottomed flask equipped with a magnetic stirrer and a reflux condenser was charged with (2-{4,4-dimethyl-9-oxo-7-thia-10-azatricyclo[6.4.0.02,6]dodeca-1(8),2(6)-dien-10-yl}-4-(4,4,5,5-tetramethyl-1,3,2-dioxaborolan-2-yl)pyridin-3-yl)methyl acetate 330c (180 mg, 0.37 mmol), 5-bromo-1-methyl-3-(1-methyl-1H-1,2,3-triazol-4-ylamino)pyridin-2(1H)-one 292c (125 mg, 0.43 mmol), Pd(dppf)Cl2 (20 mg, 0.025 mmol), potassium acetate (80 mg, 0.80 mmol), K3PO4 (165 mg, 0.80 mmol), and acetonitri... The reactants are COC(C)(C)C, C1COCCN1, COC(=O)CC#N. Product: N#CCC(=O)N1CCOCC1. RXN SMILES: [C:14]([O:15][CH3:16])([CH3:17])([CH3:18])[CH3:19].[CH2:1]1[CH2:2][O:3][CH2:4][CH2:5][NH:6]1.[CH3:7][O:8][C:9](=[O:10])[CH2:11][C:12]#[N:13]>>[CH2:1]1[CH2:2][O:3][CH2:4][CH2:5][N:6]1[C:9](=[O:8])[CH2:11][C:12]#[N:13]. Reactants: CO, [K+], [K+], O=C([O-])[O-], CC(=O)OCc1ncccc1Oc1ccccc1. Product: OCc1ncccc1Oc1ccccc1. RXN SMILES: [CH3:25][OH:26].[K+:19].[K+:20].[O-:21][C:22]([O-:23])=[O:24].[O:1]([c:2]1[cH:3][cH:4][cH:5][cH:6][cH:7]1)[c:8]1[c:9]([CH2:14][O:15][C:16](=[O:17])[CH3:18])[n:10][cH:11][cH:12][cH:13]1>>[O:1]([c:2]1[cH:3][cH:4][cH:5][cH:6][cH:7]1)[c:8]1[c:9]([CH2:14][OH:15])[n:10][cH:11][cH:12][cH:13]1. Starting materials: Cc1ccc(C#N)c(C)c1CO, Cc1ccccc1, [Cl-], CC1(C)C(C=C(Cl)C(F)(F)F)C1C(=O)O, c1ccncc1. RXN SMILES: [C:17](#[N:18])[c:19]1[c:20]([CH3:28])[c:21]([CH2:26][OH:27])[c:22]([CH3:25])[cH:23][cH:24]1.[CH3:35][c:36]1[cH:37][cH:38][cH:39][cH:40][cH:41]1.[Cl-:1].[Cl:2][C:3](=[CH:4][CH:5]1[C:6]([CH3:11])([CH3:12])[CH:7]1[C:8](=[O:9])[OH:10])[C:13]([F:14])([F:15])[F:16].[cH:29]1[cH:30][cH:31][n:32][cH:33][cH:34]1>>[Cl:2][C:3](=[CH:4][CH:5]1[C:6]([CH3:11])([CH3:12])[CH:7]1[C:8](=[O:9])[O:10][CH2:26][c:21]1[c:20]([CH3:28])[c:19]([C:17]#[N:18])[cH:24][cH:23][c:22]1[CH3:25])[C:13]([F:14])([F:15])[F:16]. The product is Cc1ccc(C#N)c(C)c1COC(=O)C1C(C=C(Cl)C(F)(F)F)C1(C)C. Reactants: C(C)(=O)O[BH-](OC(C)=O)OC(C)=O.[Na+] (sodium triacetoxyborohydride), C(C1=CC=CC=C1)N (Benzylamine), C(C)(=O)O (acetic acid), COC=1C=C(C=CC1C1=CN=NC(=C1)C)NC1=NC(=CC(=N1)C=O)COCC(F)(F)F (2-(3-Methoxy-4-(6-methylpyridazin-4-yl)phenylamino)-6-((2,2,2-trifluoroethoxy)methyl)-pyrimidine-4-carbaldehyde). Solvent: ClCCCl (DCE), C1CCOC1 (THF), CN(C)C=O (DMF). Conditions: time 1 hour. The product is C(C1=CC=CC=C1)NCC1=NC(=NC(=C1)COCC(F)(F)F)NC1=CC(=C(C=C1)C1=CN=NC(=C1)C)OC (4-((Benzylamino)methyl)-N-(3-methoxy-4-(6-methylpyridazin-4-yl)phenyl)-6-((2,2,2-trifluoroethoxy)methyl)pyrimidin-2-amine). As a reaction SMILES: [CH3:1][O:2][C:3]1[CH:4]=[C:5]([NH:16][C:17]2[N:22]=[C:21]([CH:23]=O)[CH:20]=[C:19]([CH2:25][O:26][CH2:27][C:28]([F:31])([F:30])[F:29])[N:18]=2)[CH:6]=[CH:7][C:8]=1[C:9]1[CH:14]=[C:13]([CH3:15])[N:12]=[N:11][CH:10]=1.[CH2:32]([NH2:39])[C:33]1[CH:38]=[CH:37][CH:36]=[CH:35][CH:34]=1.C(O)(=O)C.C(O[BH-](OC(=O)C)OC(=O)C)(=O)C.[Na+]>ClCCCl.CN(C=O)C.C1COCC1>[CH2:32]([NH:39][CH2:23][C:21]1[CH:20]=[C:19]([CH2:25][O:26][CH2:27][C:28]([F:31])([F:30])[F:29])[N:18]=[C:17]([NH:16][C:5]2[CH:6]=[CH:7][C:8]([C:9]3[CH:14]=[C:13]([CH3:15])[N:12]=[N:11][CH:10]=3)=[C:3]([O:2][CH3:1])[CH:4]=2)[N:22]=1)[C:33]1[CH:38]=[CH:37][CH:36]=[CH:35][CH:34]=1 |f:3.4|. Procedure: 2-(3-Methoxy-4-(6-methylpyridazin-4-yl)phenylamino)-6-((2,2,2-trifluoroethoxy)methyl)-pyrimidine-4-carbaldehyde (100 mg, 0.23 mmol) was dissolved in DCE (4 mL), THF (1 mL) and DMF (0.1 mL). Benzylamine (0.030 mL, 0.28 mmol) and acetic acid (0.013 mL, 0.23 mmol) were added followed by sodium triacetoxyborohydride (69 mg, 0.32 mmol). The mixture was stirred at rt under nitrogen atmosphere for 1 hour. The reaction was quenched with water. The water phase was extracted by DCM (×2). The combined orga... Reactants: CCCCCC (hexane), C(C)(C)NC(C)C (diisopropylamine), C(C)OC(C(CC1=COC=C1)CC1=CC=NC=C1)=O (3-furan-3-yl-2-pyridin4-ylmethyl propionic acid ethyl ester), N-adamantyl-1-yl-2-bromo-acetamide, C1CCOC1 (THF), C(CCC)[Li] (butyl lithium). Reaction conditions: temperature -78 celsius, time 1 hour. The product is C12(CC3CC(CC(C1)C3)C2)N2C(C(CC2=O)(CC2=CC=NC=C2)CC2=COC=C2)=O (1-Adamantan-1-yl-3-(furan-3-ylmethyl)-3-(pyridin-4-ylmethyl)-pyrrolidine-2.5-dione). As a reaction SMILES: [CH:1]([NH:4][CH:5]([CH3:7])[CH3:6])([CH3:3])C.C1C[O:11]CC1.[CH2:13]([Li])[CH2:14][CH2:15][CH3:16].C(O[C:21](=[O:36])[CH:22]([CH2:29][C:30]1[CH:35]=[CH:34][N:33]=[CH:32][CH:31]=1)[CH2:23][C:24]1[CH:28]=[CH:27][O:26][CH:25]=1)C.[CH3:37][CH2:38][CH2:39]CCC>>[C:5]12([N:4]3[C:1](=[O:11])[CH2:3][C:22]([CH2:23][C:24]4[CH:28]=[CH:27][O:26][CH:25]=4)([CH2:29][C:30]4[CH:31]=[CH:32][N:33]=[CH:34][CH:35]=4)[C:21]3=[O:36])[CH2:6][CH:13]3[CH2:37][CH:38]([CH2:39][CH:15]([CH2:14]3)[CH2:16]1)[CH2:7]2. Procedure details: Under a nitrogen atmosphere were combined diisopropylamine (2.72 ml, 6.79 mmol) and anhydrous THF (30 mls), and the solution was cooled to -78° C. 2.5M butyl lithium (2.72 ml, 6.79 mmol) was added and the solution was allowed to warm to about 3-furan-3-yl-2-pyridin4-ylmethyl propionic acid ethyl ester (2.20 g (80% pure), 6.79 mmol) was added dropwise and the solution was stirred at -78° C. for 1 hour. To this solution was added 1.85 g (6.79 mmol) of N-adamantyl-1-yl-2-bromo-acetamide at -78° C. ... The reactants are [Br-].[Na+] (sodium bromide), C(C)(C)(C)ON=O (t-Butylnitrite), CN1N=NN=C1C(C1=CC=CC=C1)=NOCC=1N=C(SC1)N (4-[({[(1-methyl-1H-tetrazol-5-yl)(phenyl)methylene]amino}oxy)methyl]-1,3-thiazol-2-amine). The reagents and catalysts are [Cu]Br (Copper (I) bromide). Run in CC#N (MeCN). Run at temperature 80 celsius. Product: BrC=1SC=C(N1)CON=C(C1=CC=CC=C1)C1=NN=NN1C (N-[(2-bromo-1,3-thiazol-4-yl)methoxy]-1-(1-methyl-1H-tetrazol-5-yl)-1-phenylmethanimine). Isolated yield 73.0%. As a reaction SMILES: [CH3:1][N:2]1[C:6]([C:7](=[N:14][O:15][CH2:16][C:17]2[N:18]=[C:19](N)[S:20][CH:21]=2)[C:8]2[CH:13]=[CH:12][CH:11]=[CH:10][CH:9]=2)=[N:5][N:4]=[N:3]1.[Br-:23].[Na+].C(ON=O)(C)(C)C>CC#N.[Cu]Br>[Br:23][C:19]1[S:20][CH:21]=[C:17]([CH2:16][O:15][N:14]=[C:7]([C:6]2[N:2]([CH3:1])[N:3]=[N:4][N:5]=2)[C:8]2[CH:13]=[CH:12][CH:11]=[CH:10][CH:9]=2)[N:18]=1 |f:1.2|. Procedure details: To a stirred suspension of 4-[({[(1-methyl-1H-tetrazol-5-yl)(phenyl)methylene]amino}oxy)methyl]-1,3-thiazol-2-amine (41 g, 130 mmol, 1 eq.) in 2000 ml of MeCN, were added sodium bromide (40.1 g, 390 mmol, 3 eq.), Copper (I) bromide (18.65 g, 130 mmol, 1 eq.) and t-Butylnitrite (16.38 g, 143 mmol, 1.1 eq.). The reaction was slowly heated to 80° C. for 1 h and allowed to cool. MeCN was evaporated and 500 ml water/1000 ml DCM were added to the residue. The crude was triturated, filtered through “ce... Reported procedure: The title compound was prepared in a manner similar to the compound of Example 4 by replacing 2-methoxy-5-trifluoromethoxybenzaldehyde with 2-hydroxy-5-trifluoromethoxybenzaldehyde. Product: Cl.OC1=C(CN[C@@H]2[C@@H](NCCC2)C2=CC=CC=C2)C=C(C=C1)OC(F)(F)F ((2S,3S)-3-(2-Hydroxy-5-trifluoromethoxybenzyl)amino-2-phenylpiperidine Hydrochloride). RXN SMILES: [ClH:1].C[O:3][C:4]1[CH:23]=[CH:22][C:21]([O:24][C:25]([F:28])([F:27])[F:26])=[CH:20][C:5]=1[CH2:6][NH:7][C@H:8]1[CH2:13][CH2:12][CH2:11][NH:10][C@H:9]1[C:14]1[CH:19]=[CH:18][CH:17]=[CH:16][CH:15]=1.OC1C=CC(OC(F)(F)F)=CC=1C=O>>[ClH:1].[OH:3][C:4]1[CH:23]=[CH:22][C:21]([O:24][C:25]([F:28])([F:26])[F:27])=[CH:20][C:5]=1[CH2:6][NH:7][C@H:8]1[CH2:13][CH2:12][CH2:11][NH:10][C@H:9]1[C:14]1[CH:19]=[CH:18][CH:17]=[CH:16][CH:15]=1 |f:0.1,3.4|. The reactants are Cl.COC1=C(CN[C@@H]2[C@@H](NCCC2)C2=CC=CC=C2)C=C(C=C1)OC(F)(F)F ((2S,3S)-3-(2-methoxy-5-trifluoromethoxybenzyl)amino-2-phenylpiperidine Hydrochloride Salt), OC1=C(C=O)C=C(C=C1)OC(F)(F)F (2-hydroxy-5-trifluoromethoxybenzaldehyde).